This data is from the Open Reaction Database (ORD), a public repository of structured organic reaction records. The task is: describe an organic reaction: reactants, conditions, products, and yield The reactants are ClC=1C2=C(N=CN1)CN(CC2)C2=NC=CC=C2Cl (4-Chloro-7-(3-chloro-pyridin-2-yl)-5,6,7,8-tetrahydro-pyrido[3,4-d]pyrimidine), NC1=CC=CC=C1 (aniline). Run in C(C)#N (acetonitrile). Conditions: temperature 180 celsius. Yields the product ClC=1C(=NC=CC1)N1CC=2N=CN=C(C2CC1)NC1=CC=CC=C1 (7-(3-Chloropyridin-2-yl)-N-(phenyl)-5,6,7,8-tetrahydropyrido[3,4-d]pyrimidin-4-amine). Isolated yield 32.9%. As a reaction SMILES: Cl[C:2]1[C:3]2[CH2:11][CH2:10][N:9]([C:12]3[C:17]([Cl:18])=[CH:16][CH:15]=[CH:14][N:13]=3)[CH2:8][C:4]=2[N:5]=[CH:6][N:7]=1.[NH2:19][C:20]1[CH:25]=[CH:24][CH:23]=[CH:22][CH:21]=1>C(#N)C>[Cl:18][C:17]1[C:12]([N:9]2[CH2:10][CH2:11][C:3]3[C:2]([NH:19][C:20]4[CH:25]=[CH:24][CH:23]=[CH:22][CH:21]=4)=[N:7][CH:6]=[N:5][C:4]=3[CH2:8]2)=[N:13][CH:14]=[CH:15][CH:16]=1. Reported procedure: 4-Chloro-7-(3-chloro-pyridin-2-yl)-5,6,7,8-tetrahydro-pyrido[3,4-d]pyrimidine (150 mg, 0.54 mmol) was dissolved in acetonitrile (2 mL). To the mixture was added aniline (60 mg). The mixture was heated in a sealed tube at 180° C. for 30 minutes in a Personal Chemistry Microwave (Smith Creator). The solvent was removed under vacuum and the resulting orange residue was purified by flash chromatography over silica gel using a 0-100% ethyl acetate-hexane gradient to give the product as an off white s... Reactants: CN=C=O (methylisocyanate), 10, C(C)OC(=O)NC(=N)N (ethoxycarbonylguanidine). Run in O1CCOCC1 (dioxane). Product: CNC(=O)NC(=N)NC(=O)OCC (1-(Methylaminocarbonyl)-3-ethoxycarbonyl-guanidine). As a reaction SMILES: [CH3:1][N:2]=[C:3]=[O:4].[CH2:5]([O:7][C:8]([NH:10][C:11]([NH2:13])=[NH:12])=[O:9])[CH3:6]>O1CCOCC1>[CH3:1][NH:2][C:3]([NH:13][C:11]([NH:10][C:8]([O:7][CH2:5][CH3:6])=[O:9])=[NH:12])=[O:4]. Procedure: 5.1 parts by weight of methylisocyanate were added to a suspension of 10 parts by weight of ethoxycarbonylguanidine (manufactured according to Isr. J. Chem. 8, 651 [1970] ) in 60 parts by volume of anhydrous dioxane, in the course of which the temperature rose to 45°C and the precipitate dissolved. After a short time, a crystalline precipitate separated out again, which was filtered off after cooling and washed with ether. It was dried in vacuo over P2O5 and paraffin chips. Product: CCCCCCCN(Cc1cccc(OC)c1OC)C(=O)CCc1ccc(O)cc1. As a reaction SMILES: [B-:32]([F:33])([F:34])([F:35])[F:36].[CH3:1][O:2][c:3]1[c:4]([CH2:5][NH:6][CH2:7][CH2:8][CH2:9][CH2:10][CH2:11][CH2:12][CH3:13])[cH:14][cH:15][cH:16][c:17]1[O:18][CH3:19].[CH3:63][CH2:64][O:65][C:66]([CH3:67])=[O:68].[CH:54]([N:55]([CH:56]([CH3:57])[CH3:58])[CH2:59][CH3:60])([CH3:61])[CH3:62].[OH:20][C:21](=[O:22])[CH2:23][CH2:24][c:25]1[cH:26][cH:27][c:28]([OH:29])[cH:30][cH:31]1.[n:37]1([O:38][C:39]([N:40]([CH3:41])[CH3:42])=[N+:43]([CH3:44])[CH3:45])[c:46]2[cH:47][cH:48][cH:49][cH:50][c:51]2[n:52][n:53]1>>[CH3:1][O:2][c:3]1[c:4]([CH2:5][N:6]([CH2:7][CH2:8][CH2:9][CH2:10][CH2:11][CH2:12][CH3:13])[C:21](=[O:22])[CH2:23][CH2:24][c:25]2[cH:26][cH:27][c:28]([OH:29])[cH:30][cH:31]2)[cH:14][cH:15][cH:16][c:17]1[O:18][CH3:19]. The reactants are F[B-](F)(F)F, CCCCCCCNCc1cccc(OC)c1OC, CCOC(C)=O, CCN(C(C)C)C(C)C, O=C(O)CCc1ccc(O)cc1, CN(C)C(On1nnc2ccccc21)=[N+](C)C. The reactants are BrC=1C=C2C(=C(C=NC2=CC1)C(=O)C1CC1)NC1CCC(CC1)(C)N(CC=C)CC=C ({6-Bromo-4-[4-(diallylamino)-4-methylcyclohexylamino]quinolin-3-yl}(cyclopropyl)methanone), ClC1=C(C(=CC(=C1)B1OC(C(O1)(C)C)(C)C)OC)O (2-chloro-6-methoxy-4-(4,4,5,5-tetramethyl-1,3,2-dioxaborolan-2-yl)phenol). The product is ClC=1C=C(C=C(C1O)OC)C=1C=C2C(=C(C=NC2=CC1)C(=O)C1CC1)NC1CCC(CC1)(C)N(CC=C)CC=C ({6-(3-Chloro-4-hydroxy-5-methoxyphenyl)-4-[4-(diallylamino)-4-methylcyclohexylamino]quinolin-3-yl}(cyclopropyl)methanone). Yield: 35.3%. As a reaction SMILES: Br[C:2]1[CH:3]=[C:4]2[C:9](=[CH:10][CH:11]=1)[N:8]=[CH:7][C:6]([C:12]([CH:14]1[CH2:16][CH2:15]1)=[O:13])=[C:5]2[NH:17][CH:18]1[CH2:23][CH2:22][C:21]([N:25]([CH2:29][CH:30]=[CH2:31])[CH2:26][CH:27]=[CH2:28])([CH3:24])[CH2:20][CH2:19]1.[Cl:32][C:33]1[CH:38]=[C:37](B2OC(C)(C)C(C)(C)O2)[CH:36]=[C:35]([O:48][CH3:49])[C:34]=1[OH:50]>>[Cl:32][C:33]1[CH:38]=[C:37]([C:2]2[CH:3]=[C:4]3[C:9](=[CH:10][CH:11]=2)[N:8]=[CH:7][C:6]([C:12]([CH:14]2[CH2:16][CH2:15]2)=[O:13])=[C:5]3[NH:17][CH:18]2[CH2:19][CH2:20][C:21]([N:25]([CH2:26][CH:27]=[CH2:28])[CH2:29][CH:30]=[CH2:31])([CH3:24])[CH2:22][CH2:23]2)[CH:36]=[C:35]([O:48][CH3:49])[C:34]=1[OH:50]. Reported procedure: Following general procedure F, {6-Bromo-4-[4-(diallylamino)-4-methylcyclohexylamino]quinolin-3-yl}(cyclopropyl)methanone (120 mg, 0.248 mmol) was reacted with 2-chloro-6-methoxy-4-(4,4,5,5-tetramethyl-1,3,2-dioxaborolan-2-yl)phenol (105 mg, 0.372 mmol) to afford the crude product (49 mg) as a brown-green solid: ESI MS m/z 560 [C33H38ClN3O3+H]+. Starting materials: Nc1ccc(Br)cc1, CC(C)(C)OC(=O)NC1(C=O)CCOCC1, [BH3-]C#N, CC(=O)O, CCOC(C)=O, [Na+]. Product: CC(C)(C)OC(=O)NC1(CNc2ccc(Br)cc2)CCOCC1. As a reaction SMILES: [Br:17][c:18]1[cH:19][cH:20][c:21]([NH2:22])[cH:23][cH:24]1.[C:1]([CH3:2])([CH3:3])([CH3:4])[O:5][C:6]([NH:7][C:8]1([CH:14]=[O:15])[CH2:9][CH2:10][O:11][CH2:12][CH2:13]1)=[O:16].[C:29]([BH3-:30])#[N:31].[CH3:25][C:26](=[O:27])[OH:28].[CH3:33][CH2:34][O:35][C:36](=[O:37])[CH3:38].[Na+:32]>>[C:1]([CH3:2])([CH3:3])([CH3:4])[O:5][C:6]([NH:7][C:8]1([CH2:14][NH:22][c:21]2[cH:20][cH:19][c:18]([Br:17])[cH:24][cH:23]2)[CH2:9][CH2:10][O:11][CH2:12][CH2:13]1)=[O:16]. Reactants: C(C=1C(S)=CC=CC1)(=O)O (thiosalicylic acid), C1(=CC=CC=C1)C (toluene), C(CCCCC(C)C)O (isooctanol). The product is C(C=1C(S)=CC=CC1)(=O)OCC(CCCC)CC (2-ethylhexyl thiosalicylate). As a reaction SMILES: [C:1]([OH:10])(=[O:9])[C:2]1[C:3](=[CH:5][CH:6]=[CH:7][CH:8]=1)[SH:4].[C:11]1([CH3:17])[CH:16]=[CH:15][CH:14]=[CH:13][CH:12]=1.[CH2:18](O)CCCCC(C)C>>[C:1]([O:10][CH2:18][CH:14]([CH2:13][CH3:12])[CH2:15][CH2:16][CH2:11][CH3:17])(=[O:9])[C:2]1[C:3](=[CH:5][CH:6]=[CH:7][CH:8]=1)[SH:4]. Reported procedure: 77.1 g (0.5 mol) of thiosalicylic acid are dissolved, with stirring, in 250 ml of hot isooctanol. After the addition of 100 ml of toluene and a catalytic amount of paratoluenesulfonic acid, the reaction mixture is heated under reflux. Under azeotropic conditions, 8.5 ml of water (calculated: 9 ml) separate off after 25 hours. The residue is extracted by shaking with a bicarbonate solution, then washed with water and dried. The volatile constituents are removed in vacuo. The product is obtained a... The reactants are mixed solution, Cl (hydrochloric acid), NC1=C(C=C(C(=N1)N1C=C(C(C2=C(C(=C(C(=C12)F)F)F)F)=O)C(=O)OCC)F)F (ethyl 1-(6-amino-3,5-difluoropyridine-2-yl)-5,6,7,8-tetrafluoro-4-oxo-1,4-dihydroquinoline-3-carboxylate). The solvent is C(C)(=O)O (acetic acid). Product: NC1=C(C=C(C(=N1)N1C=C(C(C2=C(C(=C(C(=C12)F)F)F)F)=O)C(=O)O)F)F (1-(6-amino-3,5-difluoropyridine-2-yl)-5,6,7,8-tetrafluoro-4-oxo-1,4-dihydroquinoline-3-carboxylic acid). Yield: 93.8%. As a reaction SMILES: Cl.[NH2:2][C:3]1[N:8]=[C:7]([N:9]2[C:18]3[C:13](=[C:14]([F:22])[C:15]([F:21])=[C:16]([F:20])[C:17]=3[F:19])[C:12](=[O:23])[C:11]([C:24]([O:26]CC)=[O:25])=[CH:10]2)[C:6]([F:29])=[CH:5][C:4]=1[F:30]>C(O)(=O)C>[NH2:2][C:3]1[N:8]=[C:7]([N:9]2[C:18]3[C:13](=[C:14]([F:22])[C:15]([F:21])=[C:16]([F:20])[C:17]=3[F:19])[C:12](=[O:23])[C:11]([C:24]([OH:26])=[O:25])=[CH:10]2)[C:6]([F:29])=[CH:5][C:4]=1[F:30]. Reported procedure: To 2 ml of the mixed solution (1:1) of 4N hydrochloric acid and acetic acid was added 320 mg of ethyl 1-(6-amino-3,5-difluoropyridine-2-yl)-5,6,7,8-tetrafluoro-4-oxo-1,4-dihydroquinoline-3-carboxylate, and the mixture was heated under reflux for 3 hours with stirring, and allowed to cool. The precipitate was collected by filtration, and washed with ethanol to obtain 280 mg of the title compound as a colorless powder. Starting materials: CI, CN(C)C=O, COc1ccc(N2CCN(Cc3c[nH]c4ncccc34)CC2)cc1, [H-], [Na+], O. The product is COc1ccc(N2CCN(Cc3cn(C)c4ncccc34)CC2)cc1. RXN SMILES: [CH3:27][I:28].[CH3:30][N:31]([CH3:32])[CH:33]=[O:34].[CH3:3][O:4][c:5]1[cH:6][cH:7][c:8]([N:11]2[CH2:12][CH2:13][N:14]([CH2:17][c:18]3[cH:19][nH:20][c:21]4[n:22][cH:23][cH:24][cH:25][c:26]34)[CH2:15][CH2:16]2)[cH:9][cH:10]1.[H-:1].[Na+:2].[OH2:29]>>[CH3:3][O:4][c:5]1[cH:6][cH:7][c:8]([N:11]2[CH2:12][CH2:13][N:14]([CH2:17][c:18]3[cH:19][n:20]([CH3:27])[c:21]4[n:22][cH:23][cH:24][cH:25][c:26]34)[CH2:15][CH2:16]2)[cH:9][cH:10]1. The reactants are Fc1cccc(-c2cc(Cl)c3cc(Br)ccc3n2)c1, CNC, CN1CCCC1=O, O. Product: CN(C)c1cc(-c2cccc(F)c2)nc2ccc(Br)cc12. Reaction SMILES: [Br:1][c:2]1[cH:3][c:4]2[c:5]([Cl:19])[cH:6][c:7](-[c:12]3[cH:13][c:14]([F:18])[cH:15][cH:16][cH:17]3)[n:8][c:9]2[cH:10][cH:11]1.[CH3:20][NH:21][CH3:22].[CH3:24][N:25]1[CH2:26][CH2:27][CH2:28][C:29]1=[O:30].[OH2:23]>>[Br:1][c:2]1[cH:3][c:4]2[c:5]([N:21]([CH3:20])[CH3:22])[cH:6][c:7](-[c:12]3[cH:13][c:14]([F:18])[cH:15][cH:16][cH:17]3)[n:8][c:9]2[cH:10][cH:11]1.